This data is from the Open Reaction Database (ORD), a public repository of structured organic reaction records. The task is: describe an organic reaction: reactants, conditions, products, and yield Starting materials: C(C)(C)[N-]C(C)C.[Li+] (lithium diisopropylamide), FC1=NC(=CC=C1)F (2,6-difluoropyridine), CN(C)C(=O)N1CC1 (N,N-dimethylethyleneurea), C(CC)C1CCC(CC1)C1CCC(CC1)CCI (2-(4'-propylbicyclohexyl-4-yl)-1-iodoethane). Solvent: C1CCOC1.CCCCCC (THF hexane), C1CCOC1 (THF). Conditions: time 1.5 hour. Product: C(CC)C1CCC(CC1)C1CCC(CC1)CCC=1C(=NC(=CC1)F)F (2-(4'-propylbicyclohexyl-4-yl)-1-(2,6-difluoropyridine-3-yl)ethane). RXN SMILES: C([N-]C(C)C)(C)C.[Li+].[F:9][C:10]1[CH:15]=[CH:14][CH:13]=[C:12]([F:16])[N:11]=1.CN(C(N1CC1)=O)C.[CH2:25]([CH:28]1[CH2:33][CH2:32][CH:31]([CH:34]2[CH2:39][CH2:38][CH:37]([CH2:40][CH2:41]I)[CH2:36][CH2:35]2)[CH2:30][CH2:29]1)[CH2:26][CH3:27]>C1COCC1.CCCCCC.C1COCC1>[CH2:25]([CH:28]1[CH2:33][CH2:32][CH:31]([CH:34]2[CH2:35][CH2:36][CH:37]([CH2:40][CH2:41][C:15]3[C:10]([F:9])=[N:11][C:12]([F:16])=[CH:13][CH:14]=3)[CH2:38][CH2:39]2)[CH2:30][CH2:29]1)[CH2:26][CH3:27] |f:0.1,5.6|. Procedure: A solution of 0.02 mol of lithium diisopropylamide in THF/hexane (prepared analogously to Example 1) is added dropwise at 25° C. to a mixture of 0.2 mol of 2,6-difluoropyridine, 0.02 mol of N,N-dimethylethyleneurea, 0.02 mol of 2-(4'-propylbicyclohexyl-4-yl)-1-iodoethane and 25 ml of THF. Stirring for 1.5 hours and workup as described in Example 1 give the pure product. Reactants: C(C)(=O)NNC=1SC(=NN1)C1=C(C=CC=C1)C (2-(2-Acetylhydrazino)-5-(2-methylphenyl)-1,3,4-thiadiazole), [Na] (sodium), CI (methyl iodide). Run in C(C)O (ethanol). Yields the product C(C)(=O)N(NC=1SC(=NN1)C1=C(C=CC=C1)C)C (2-(2-acetyl-2-methylhydrazino)-5-(2-methylphenyl)-1,3,4-thiadiazole). Yield: 68.7%. Reaction SMILES: [C:1]([NH:4][NH:5][C:6]1[S:7][C:8]([C:11]2[CH:16]=[CH:15][CH:14]=[CH:13][C:12]=2[CH3:17])=[N:9][N:10]=1)(=[O:3])[CH3:2].[Na].[CH3:19]I>C(O)C>[C:1]([N:4]([CH3:19])[NH:5][C:6]1[S:7][C:8]([C:11]2[CH:16]=[CH:15][CH:14]=[CH:13][C:12]=2[CH3:17])=[N:9][N:10]=1)(=[O:3])[CH3:2] |^1:17|. Procedure details: 2-(2-Acetylhydrazino)-5-(2-methylphenyl)-1,3,4-thiadiazole (6.30 g) was added to a stirred solution of sodium (0.57 g) in ethanol (63 ml) at room temperature. After 15 minutes methyl iodide (7.10 g) was added and the solution kept at room temperature for 31/2 hours. The solvent was removed in vacuo and the residue chromatographed on a silica column (315 g) using mixtures of methanol and chloroform, finally eluting with 5% methanolchloroform. The resultant product was crystallised from ethyl acet...